This data is from the Open Reaction Database (ORD), a public repository of structured organic reaction records. The task is: describe an organic reaction: reactants, conditions, products, and yield Starting materials: NC[C@@H]1[C@H]2CC(C[C@H]2CN1C(=O)C=1N=C(SC1C=1C=C(C=CC1)C)C)C ([(1S,2S,5R)-2-aminomethyl-7-methyl-3-aza-bicyclo[3.3.0]oct-3-yl]-(2-methyl-5-m-tolyl-thiazol-4-yl)-methanone), BrC=1C=C(C(=O)O)C=CC1 (3-bromo-benzoic acid). The product is BrC=1C=C(C(=O)NC[C@@H]2[C@H]3CC(C[C@H]3CN2C(=O)C=2N=C(SC2C=2C=C(C=CC2)C)C)C)C=CC1 ((1S,2S,5R)-3-Bromo-N-[7-methyl-3-(2-methyl-5-m-tolyl-thiazole-4-carbonyl)-3-aza-bicyclo[3.3.0]oct-2-ylmethyl]-benzamide). RXN SMILES: [NH2:1][CH2:2][C@H:3]1[N:10]([C:11]([C:13]2[N:14]=[C:15]([CH3:25])[S:16][C:17]=2[C:18]2[CH:19]=[C:20]([CH3:24])[CH:21]=[CH:22][CH:23]=2)=[O:12])[CH2:9][C@H:8]2[C@@H:4]1[CH2:5][CH:6]([CH3:26])[CH2:7]2.[Br:27][C:28]1[CH:29]=[C:30]([CH:34]=[CH:35][CH:36]=1)[C:31](O)=[O:32]>>[Br:27][C:28]1[CH:29]=[C:30]([CH:34]=[CH:35][CH:36]=1)[C:31]([NH:1][CH2:2][C@H:3]1[N:10]([C:11]([C:13]2[N:14]=[C:15]([CH3:25])[S:16][C:17]=2[C:18]2[CH:19]=[C:20]([CH3:24])[CH:21]=[CH:22][CH:23]=2)=[O:12])[CH2:9][C@H:8]2[C@@H:4]1[CH2:5][CH:6]([CH3:26])[CH2:7]2)=[O:32]. Reported procedure: prepared by reaction of [(1S,2S,5R)-2-aminomethyl-7-methyl-3-aza-bicyclo[3.3.0]oct-3-yl]-(2-methyl-5-m-tolyl-thiazol-4-yl)-methanone with 3-bromo-benzoic acid. Run at temperature 80 celsius, time 20 minute. Isolated yield 82.2%. The solvent is [OH-].[K+] (potassium hydroxide), C(C)O (ethanol). Procedure details: A suspension of (RS)-8-(3-benzyl-1-piperazinyl)-3-ethoxycarbonyl-7-fluoro-1-methyl-4-oxo-1,4dihydrobenzo[b][1,8]naphthyridine (2.65 g) in N aqueous potassium hydroxide (14 cc) and ethanol (20 cc) is heated to a temperature in the region of 80° C. for 20 minutes, treated at the same temperature with 5% strength acetic acid (32 cc) and stirred for 20 minutes. The insoluble matter is drained at approximately 80° C. and washed with water (2×20 cc), ethanol (2×20 cc) and ethyl ether (2×20 cc). After ... Starting materials: C(C1=CC=CC=C1)C1CN(CCN1)C=1C(=CC=2C(=NC=3N(C=C(C(C3C2)=O)C(=O)OCC)C)C1)F ((RS)-8-(3-benzyl-1-piperazinyl)-3-ethoxycarbonyl-7-fluoro-1-methyl-4-oxo-1,4dihydrobenzo[b][1,8]naphthyridine), C(C)(=O)O (acetic acid). Yields the product C(C1=CC=CC=C1)C1CN(CCN1)C=1C(=CC=2C(=NC=3N(C=C(C(C3C2)=O)C(=O)O)C)C1)F ((RS)-8-(3-benzyl-1-piperazinyl)-7-fluoro-1-methyl-4-oxo-1,4-dihydrobenzo[b][1,8]naphthyridine-3-carboxylic acid). RXN SMILES: [CH2:1]([CH:8]1[NH:13][CH2:12][CH2:11][N:10]([C:14]2[C:15]([F:35])=[CH:16][C:17]3[C:18]([CH:34]=2)=[N:19][C:20]2[N:21]([CH3:33])[CH:22]=[C:23]([C:28]([O:30]CC)=[O:29])[C:24](=[O:27])[C:25]=2[CH:26]=3)[CH2:9]1)[C:2]1[CH:7]=[CH:6][CH:5]=[CH:4][CH:3]=1.C(O)(=O)C>[OH-].[K+].C(O)C>[CH2:1]([CH:8]1[NH:13][CH2:12][CH2:11][N:10]([C:14]2[C:15]([F:35])=[CH:16][C:17]3[C:18]([CH:34]=2)=[N:19][C:20]2[N:21]([CH3:33])[CH:22]=[C:23]([C:28]([OH:30])=[O:29])[C:24](=[O:27])[C:25]=2[CH:26]=3)[CH2:9]1)[C:2]1[CH:7]=[CH:6][CH:5]=[CH:4][CH:3]=1 |f:2.3|. Starting materials: OC1CCC(Nc2ncc3cccc(Br)c3n2)CC1, Cc1ccccc1, CS(=O)(=O)N1CC=CC1, CCN(C(C)C)C(C)C, CC(=O)[O-], CC(=O)[O-], O, [Pd+2]. As a reaction SMILES: [Br:1][c:2]1[cH:3][cH:4][cH:5][c:6]2[cH:7][n:8][c:9]([NH:12][CH:13]3[CH2:14][CH2:15][CH:16]([OH:19])[CH2:17][CH2:18]3)[n:10][c:11]12.[CH3:20][c:21]1[cH:22][cH:23][cH:24][cH:25][cH:26]1.[CH3:36][S:37](=[O:38])(=[O:39])[N:40]1[CH2:41][CH:42]=[CH:43][CH2:44]1.[CH:27]([N:28]([CH2:29][CH3:30])[CH:31]([CH3:32])[CH3:33])([CH3:34])[CH3:35].[O-:47][C:48]([CH3:49])=[O:50].[O-:51][C:52]([CH3:53])=[O:54].[OH2:45].[Pd+2:46]>>[c:2]1([C:42]2=[CH:41][N:40]([S:37]([CH3:36])(=[O:38])=[O:39])[CH2:44][CH2:43]2)[cH:3][cH:4][cH:5][c:6]2[cH:7][n:8][c:9]([NH:12][CH:13]3[CH2:14][CH2:15][CH:16]([OH:19])[CH2:17][CH2:18]3)[n:10][c:11]12. The product is CS(=O)(=O)N1C=C(c2cccc3cnc(NC4CCC(O)CC4)nc23)CC1. The reactants are [BH4-], Cc1ccc(-c2c(C#N)c(CC(C)C)nc3ccc(C=CC=O)cc23)cc1, CO, [Cl-], [NH4+], [Na+]. Yields the product Cc1ccc(-c2c(C#N)c(CC(C)C)nc3ccc(C=CCO)cc23)cc1. Reaction SMILES: [BH4-:28].[CH2:1]([CH:2]([CH3:3])[CH3:4])[c:5]1[n:6][c:7]2[cH:8][cH:9][c:10]([CH:24]=[CH:25][CH:26]=[O:27])[cH:11][c:12]2[c:13](-[c:17]2[cH:18][cH:19][c:20]([CH3:23])[cH:21][cH:22]2)[c:14]1[C:15]#[N:16].[CH3:32][OH:33].[Cl-:30].[NH4+:31].[Na+:29]>>[CH2:1]([CH:2]([CH3:3])[CH3:4])[c:5]1[n:6][c:7]2[cH:8][cH:9][c:10]([CH:24]=[CH:25][CH2:26][OH:27])[cH:11][c:12]2[c:13](-[c:17]2[cH:18][cH:19][c:20]([CH3:23])[cH:21][cH:22]2)[c:14]1[C:15]#[N:16]. The reactants are [H-].[H-].[H-].[H-].[Li+].[Al+3] (LiAlH4), C1(CCCCC1)C#CC1=CC=C(O1)C(CC#N)=O (3-(5-(cyclohexylethynyl)furan-2-yl)-3-oxopropanenitrile). Product: NCCC(O)C=1OC(=CC1)C#CC1CCCCC1 (3-amino-1-(5-(cyclohexylethynyl)furan-2-yl)propan-1-ol). Reaction SMILES: [H-].[H-].[H-].[H-].[Li+].[Al+3].[CH:7]1([C:13]#[C:14][C:15]2[O:19][C:18]([C:20](=[O:24])[CH2:21][C:22]#[N:23])=[CH:17][CH:16]=2)[CH2:12][CH2:11][CH2:10][CH2:9][CH2:8]1>>[NH2:23][CH2:22][CH2:21][CH:20]([C:18]1[O:19][C:15]([C:14]#[C:13][CH:7]2[CH2:12][CH2:11][CH2:10][CH2:9][CH2:8]2)=[CH:16][CH:17]=1)[OH:24] |f:0.1.2.3.4.5|. Reported procedure: LiAlH4 reduction of 3-(5-(cyclohexylethynyl)furan-2-yl)-3-oxopropanenitrile following the method used in Example 1 gave after flash chromatography purification (2%-20% 7N NH3/MeOH—CH2Cl2 gradient) followed by treatment with activated charcoal Example 23 as a light yellow oil. Yield (0.14 g, 26%); 1H NMR (400 MHz, CD3OD) δ 6.39 (d, J=3.4 Hz, 1H), 6.24 (d, J=3.9 Hz, 1H), 4.68 (t, J=6.8 Hz, 1H), 2.69-2.79 (m, 2H), 2.56-2.64 (m, 1H), 1.90-1.98 (m, 2H), 1.81-1.90 (m, 2H), 1.68-1.80 (m, 2H), 1.28-1.68... Reactants: O (Water), COCOC1=C(C=CC(=C1)CCC)C(CC)O (1-[2-(methoxymethoxy)-4-propylphenyl]propan-1-ol), C(C)[SiH](CC)CC (triethylsilane), FC(C(=O)O)(F)F (trifluoroacetic acid). Run in C(Cl)Cl (CH2Cl2). Reaction conditions: temperature 0 celsius, time 5 minute. The product is C(CC)C1=C(C=C(C=C1)CCC)O (2,5-Dipropylphenol). The yield is 37.9%. As a reaction SMILES: COC[O:4][C:5]1[CH:10]=[C:9]([CH2:11][CH2:12][CH3:13])[CH:8]=[CH:7][C:6]=1[CH:14](O)[CH2:15][CH3:16].C([SiH](CC)CC)C.FC(F)(F)C(O)=O.O>C(Cl)Cl>[CH2:14]([C:6]1[CH:7]=[CH:8][C:9]([CH2:11][CH2:12][CH3:13])=[CH:10][C:5]=1[OH:4])[CH2:15][CH3:16]. Procedure: To a solution of 1-[2-(methoxymethoxy)-4-propylphenyl]propan-1-ol (12.7 g, 53.3 mmol) and triethylsilane (21.3 mL, 133 mmol) in CH2Cl2 (120 mL) at 0° C. was added trifluoroacetic acid (16.4 mL, 213 mmol) slowly with an outlet needle attached to the round-bottom flask. The solution was stirred at 0° C. for 5 min and then at room temperature for 14 h. Water (40 mL) was added and the mixture was stirred at room temperature for 2 h. Extraction in CH2Cl2 (2×150 mL) with 50% saturated brine (5×100 mL)... The reactants are [OH-].[Na+] (sodium hydroxide), C(C)OC(CC=1C=CC2=C(SC3=C2C=C(C=C3)Cl)C1)=O (8-chloro-dibenzothiophene-3-acetic acid ethyl ester). The solvent is C(C)O (ethanol). Product: ClC=1C=CC2=C(C3=C(S2)C=C(C=C3)CC(=O)O)C1 (8-chloro-dibenzothiophene-3-acetic acid). As a reaction SMILES: [OH-].[Na+].C([O:5][C:6](=[O:22])[CH2:7][C:8]1[CH:9]=[CH:10][C:11]2[C:15]3[CH:16]=[C:17]([Cl:20])[CH:18]=[CH:19][C:14]=3[S:13][C:12]=2[CH:21]=1)C>C(O)C>[Cl:20][C:17]1[CH:18]=[CH:19][C:14]2[S:13][C:12]3[CH:21]=[C:8]([CH2:7][C:6]([OH:22])=[O:5])[CH:9]=[CH:10][C:11]=3[C:15]=2[CH:16]=1 |f:0.1|. Procedure details: To a 500 ml. flask, fitted with a condenser and containing a solution of 1.84 g. of sodium hydroxide in 150 ml. of ethanol was added 14 g. of 8-chloro-dibenzothiophene-3-acetic acid ethyl ester. After the solution was refluxed for 1 hour, the solvent was removed in vacuo (steam bath, rotary evaporator), the residue dissolved in 100 ml. of water, and the aqueous solution acidified with dilute hydrochloric acid. The 8-chloro-dibenzothiophene-3-acetic acid was removed by filtration, washed with wat... Reactants: CN1CCN(C2=NC(=O)C(=Cc3ccc(N4CCC(=O)CC4)cc3)S2)CC1, NCC(O)COc1cccc2[nH]c(=O)[nH]c12. The product is CN1CCN(C2=NC(=O)C(=Cc3ccc(N4CCC(NCC(O)COc5cccc6[nH]c(=O)[nH]c56)CC4)cc3)S2)CC1. As a reaction SMILES: [CH3:1][N:2]1[CH2:3][CH2:4][N:5]([C:8]2=[N:12][C:11](=[O:13])[C:10](=[CH:14][c:15]3[cH:16][cH:17][c:18]([N:21]4[CH2:22][CH2:23][C:24](=[O:27])[CH2:25][CH2:26]4)[cH:19][cH:20]3)[S:9]2)[CH2:6][CH2:7]1.[OH:28][CH:29]([CH2:30][O:31][c:32]1[cH:33][cH:34][cH:35][c:36]2[nH:37][c:38](=[O:41])[nH:39][c:40]12)[CH2:42][NH2:43]>>[CH3:1][N:2]1[CH2:3][CH2:4][N:5]([C:8]2=[N:12][C:11](=[O:13])[C:10](=[CH:14][c:15]3[cH:16][cH:17][c:18]([N:21]4[CH2:22][CH2:23][CH:24]([NH:43][CH2:42][CH:29]([OH:28])[CH2:30][O:31][c:32]5[cH:33][cH:34][cH:35][c:36]6[nH:37][c:38](=[O:41])[nH:39][c:40]56)[CH2:25][CH2:26]4)[cH:19][cH:20]3)[S:9]2)[CH2:6][CH2:7]1. Reaction conditions: time 18 hour. Procedure: Triphenylphosphine (2.8 g, 10.7 mmol) was added to an ice-cold solution of 4-iodophenol (2.2 g, 10.0 mmol) and 2-methoxyethanol (0.79 ml, 10.0 mmol) in tetrahydrofuran (10 ml). A solution of diethyl azodicarboxylate (1.88 ml, 11.5 mmol) in tetrahydrofuran (10 ml) was then added dropwise, and the reaction stirred at room temperature for 18 hours. The mixture was evaporated under reduced pressure, the residue partitioned between dichloromethane and hydrochloric acid (2N) and the phases separated. ... Yield: 71.9%. The product is IC1=CC=C(C=C1)OCCOC (1-Iodo-4-(2-methoxyethoxy)benzene). As a reaction SMILES: C1(P(C2C=CC=CC=2)C2C=CC=CC=2)C=CC=CC=1.[I:20][C:21]1[CH:26]=[CH:25][C:24]([OH:27])=[CH:23][CH:22]=1.[CH3:28][O:29][CH2:30][CH2:31]O.N(C(OCC)=O)=NC(OCC)=O>O1CCCC1>[I:20][C:21]1[CH:26]=[CH:25][C:24]([O:27][CH2:31][CH2:30][O:29][CH3:28])=[CH:23][CH:22]=1. Starting materials: C1(=CC=CC=C1)P(C1=CC=CC=C1)C1=CC=CC=C1 (Triphenylphosphine), ice, IC1=CC=C(C=C1)O (4-iodophenol), COCCO (2-methoxyethanol), N(=NC(=O)OCC)C(=O)OCC (diethyl azodicarboxylate). Solvent: O1CCCC1 (tetrahydrofuran), O1CCCC1 (tetrahydrofuran).